describe an organic reaction: reactants, conditions, products, and yield From a dataset of the Open Reaction Database (ORD), a public repository of structured organic reaction records. Starting materials: FC1=C(C=CC(=C1)F)C1=CC=C(C=C1)C(CC(=O)Cl)C (3-(2',4'-difluoro-4-biphenylyl)butyryl chloride), C(CC)O (n-propanol). Product: C(CC)OC(CC(C)C1=CC=C(C=C1)C1=C(C=C(C=C1)F)F)=O (3-(2',4'-difluoro-4-biphenylyl)butyric acid n-propyl ester). RXN SMILES: [F:1][C:2]1[CH:7]=[C:6]([F:8])[CH:5]=[CH:4][C:3]=1[C:9]1[CH:14]=[CH:13][C:12]([CH:15]([CH3:20])[CH2:16][C:17](Cl)=[O:18])=[CH:11][CH:10]=1.[CH2:21]([OH:24])[CH2:22][CH3:23]>>[CH2:21]([O:24][C:17](=[O:18])[CH2:16][CH:15]([C:12]1[CH:11]=[CH:10][C:9]([C:3]2[CH:4]=[CH:5][C:6]([F:8])=[CH:7][C:2]=2[F:1])=[CH:14][CH:13]=1)[CH3:20])[CH2:22][CH3:23]. Procedure: 1 g. of crude 3-(2',4'-difluoro-4-biphenylyl)butyryl chloride and 10 ml. of n-propanol are warmed to 95° for 3 hours and the mixture is evaporated and worked up in the customary manner to give 3-(2',4'-difluoro-4-biphenylyl)butyric acid n-propyl ester. Reactants: COC(=O)C=1N=C(SC1)NC([C@H](CC1=CC=CC=C1)NC(C(C1=CC2=C(N(C=N2)C)C=C1)NC(=O)OC(C)(C)C)=O)=O (2-{(S)-2-[2-tert-Butoxycarbonylamino-2-(1-methyl-1 H-benzoimidazol-5-yl)-acetylamino]-3-phenyl-propionylamino)-thiazole-4-carboxylic acid methyl ester), ClCCl (dichloromethane), C(=O)=O (carbon dioxide), C(C)(C)N(CC)C(C)C (diisopropylethyl amine), O=C(OC(Cl)(Cl)Cl)Cl (diphosgene), C([O-])(O)=O.[Na+] (sodium bicarbonate). Run in FC(C(=O)O)(F)F (trifluoroacetic acid), O1CCCC1 (tetrahydrofuran). Run at time 3.5 hour. Product: COC(=O)C=1N=C(SC1)NC([C@H](CC1=CC=CC=C1)N1C(NC(C1=O)C1=CC2=C(N(C=N2)C)C=C1)=O)=O (2-{(S)-2-[4-(1-methyl-1H-benzoimidazol-5-yl)-2,5-dioxo-imidazolidin-1-yl]-3-phenyl-propionylamino}-thiazole-4-carboxylic acid methyl ester). Yield: 60.0%. Reaction SMILES: [CH3:1][O:2][C:3]([C:5]1[N:6]=[C:7]([NH:10][C:11](=[O:42])[C@@H:12]([NH:20][C:21](=[O:41])[CH:22]([NH:33][C:34]([O:36]C(C)(C)C)=O)[C:23]2[CH:32]=[CH:31][C:26]3[N:27]([CH3:30])[CH:28]=[N:29][C:25]=3[CH:24]=2)[CH2:13][C:14]2[CH:19]=[CH:18][CH:17]=[CH:16][CH:15]=2)[S:8][CH:9]=1)=[O:4].ClCCl.C(=O)(O)[O-].[Na+].C(=O)=O.C(N(C(C)C)CC)(C)C.O=C(Cl)OC(Cl)(Cl)Cl>FC(F)(F)C(O)=O.O1CCCC1>[CH3:1][O:2][C:3]([C:5]1[N:6]=[C:7]([NH:10][C:11](=[O:42])[C@@H:12]([N:20]2[C:21](=[O:41])[CH:22]([C:23]3[CH:32]=[CH:31][C:26]4[N:27]([CH3:30])[CH:28]=[N:29][C:25]=4[CH:24]=3)[NH:33][C:34]2=[O:36])[CH2:13][C:14]2[CH:15]=[CH:16][CH:17]=[CH:18][CH:19]=2)[S:8][CH:9]=1)=[O:4] |f:2.3|. Procedure details: 2-{(S)-2-[2-tert-Butoxycarbonylamino-2-(1-methyl-1 H-benzoimidazol-5-yl)-acetylamino]-3-phenyl-propionylamino)-thiazole-4-carboxylic acid methyl ester (185 mg, 0.193 mmol) was dissolved at 0° C. in a 30% v/v solution of trifluoroacetic acid in dichloromethane (10 mL, 38.9 mmol). The reaction mixture was slowly warmed to room temperature and stirred for approximately 3.5 hours. The reaction mixture was then cooled to 0° C. and neutralized by the addition of solid sodium bicarbonate until there wa... The reactants are BrB(Br)Br, O=C([O-])O, CCC(CC)(c1ccc(OS(=O)(=O)C(F)(F)F)c(C)c1)c1ccc(-c2ccc(CC(=O)OC)cc2)c(OC)c1, ClCCl, [Na+]. Yields the product CCC(CC)(c1ccc(OS(=O)(=O)C(F)(F)F)c(C)c1)c1ccc(-c2ccc(CC(=O)OC)cc2)c(O)c1. As a reaction SMILES: [B:1]([Br:2])([Br:3])[Br:4].[C:44](=[O:45])([OH:46])[O-:47].[CH3:5][O:6][C:7]([CH2:8][c:9]1[cH:10][cH:11][c:12](-[c:15]2[c:16]([O:41][CH3:42])[cH:17][c:18]([C:21]([CH2:22][CH3:23])([c:24]3[cH:25][c:26]([CH3:38])[c:27]([O:30][S:31](=[O:32])(=[O:33])[C:34]([F:35])([F:36])[F:37])[cH:28][cH:29]3)[CH2:39][CH3:40])[cH:19][cH:20]2)[cH:13][cH:14]1)=[O:43].[Cl:49][CH2:50][Cl:51].[Na+:48]>>[CH3:5][O:6][C:7]([CH2:8][c:9]1[cH:10][cH:11][c:12](-[c:15]2[c:16]([OH:41])[cH:17][c:18]([C:21]([CH2:22][CH3:23])([c:24]3[cH:25][c:26]([CH3:38])[c:27]([O:30][S:31](=[O:32])(=[O:33])[C:34]([F:35])([F:36])[F:37])[cH:28][cH:29]3)[CH2:39][CH3:40])[cH:19][cH:20]2)[cH:13][cH:14]1)=[O:43]. The reactants are [OH-].[NH4+] (ammonium hydroxide), C(C)OCC=1N(C2=C(C=NC=3C=CC=CC23)N1)CCC(=O)N1CCOCC1 (2-(Ethoxymethyl)-1-(3-morpholin-4-yl-3-oxopropyl)-1H-imidazo[4,5-c]quinoline), C1=CC(=CC(=C1)Cl)C(=O)OO (mCPBA), C1(=CC=C(C=C1)S(=O)(=O)Cl)C (p-toluenesulfonyl chloride). The product is C(C)OCC=1N(C2=C(C(=NC=3C=CC=CC23)N)N1)CCC(=O)N1CCOCC1 (2-(ethoxymethyl)-1-(3-morpholin-4-yl-3-oxopropyl)-1H-imidazo[4,5-c]quinolin-4-amine). As a reaction SMILES: [CH2:1]([O:3][CH2:4][C:5]1[N:6]([CH2:18][CH2:19][C:20]([N:22]2[CH2:27][CH2:26][O:25][CH2:24][CH2:23]2)=[O:21])[C:7]2[C:16]3[CH:15]=[CH:14][CH:13]=[CH:12][C:11]=3[N:10]=[CH:9][C:8]=2[N:17]=1)[CH3:2].C1C=C(Cl)C=C(C(OO)=O)C=1.C1(C)C=CC(S(Cl)(=O)=O)=CC=1.[OH-].[NH4+:51]>>[CH2:1]([O:3][CH2:4][C:5]1[N:6]([CH2:18][CH2:19][C:20]([N:22]2[CH2:23][CH2:24][O:25][CH2:26][CH2:27]2)=[O:21])[C:7]2[C:16]3[CH:15]=[CH:14][CH:13]=[CH:12][C:11]=3[N:10]=[C:9]([NH2:51])[C:8]=2[N:17]=1)[CH3:2] |f:3.4|. Procedure: 2-(Ethoxymethyl)-1-(3-morpholin-4-yl-3-oxopropyl)-1H-imidazo[4,5-c]quinoline (5.1 g, 14 mmol) was treated with mCPBA (5.57 g, 24.2 mmol) followed by ammonium hydroxide (40 mL) and p-toluenesulfonyl chloride (5.14 g, 26.9 mmol) according to a modification of the method described in Part D of Example 8. The reaction was not washed with 10% aqueous sodium hydroxide prior to the addition of ammonium hydroxide. The crude product was purified by column chromatography on silica gel (eluting with 90:10 ... Reactants: [BH4-], CCO, CCCCCOc1ccc(Cn2c(C)nc(Cl)c2C=O)c(Cl)c1, [Na+], O. RXN SMILES: [BH4-:24].[CH3:27][CH2:28][OH:29].[Cl:1][c:2]1[n:3][c:4]([CH3:23])[n:5]([CH2:9][c:10]2[c:11]([Cl:22])[cH:12][c:13]([O:16][CH2:17][CH2:18][CH2:19][CH2:20][CH3:21])[cH:14][cH:15]2)[c:6]1[CH:7]=[O:8].[Na+:25].[OH2:26]>>[Cl:1][c:2]1[n:3][c:4]([CH3:23])[n:5]([CH2:9][c:10]2[c:11]([Cl:22])[cH:12][c:13]([O:16][CH2:17][CH2:18][CH2:19][CH2:20][CH3:21])[cH:14][cH:15]2)[c:6]1[CH2:7][OH:8]. Yields the product CCCCCOc1ccc(Cn2c(C)nc(Cl)c2CO)c(Cl)c1.